Dataset: the Open Reaction Database (ORD), a public repository of structured organic reaction records. Task: describe an organic reaction: reactants, conditions, products, and yield Starting materials: OC(C#C)C1=NC=CC=C1 (3-Hydroxy-3-(2-pyridinyl)-1-propyne), IC1=C2/C(/C(NC2=CC=C1)=O)=C/C=1NC=CC1OC ((Z)-1,3-dihydro-4-iodo-3-[(3-methoxy-1H-pyrrol-2-yl)methylene]-2H-indol-2-one). The reagents and catalysts are [Cu]I (CuI), Cl[Pd]([P](C1=CC=CC=C1)(C2=CC=CC=C2)C3=CC=CC=C3)([P](C4=CC=CC=C4)(C5=CC=CC=C5)C6=CC=CC=C6)Cl ((Ph3P)2PdCl2), Cl[Pd]([P](C1=CC=CC=C1)(C2=CC=CC=C2)C3=CC=CC=C3)([P](C4=CC=CC=C4)(C5=CC=CC=C5)C6=CC=CC=C6)Cl ((Ph3P)2PdCl2). Run in CN(C)C=O (DMF), CCN(CC)CC (Et3N). The product is OC(C#CC1=C2/C(/C(NC2=CC=C1)=O)=C/C=1NC=CC1OC)C1=NC=CC=C1 (rac-(Z)-1,3-dihydro-4-[3-hydroxy-3-(2-pyridinyl)-1-propynyl]-3-[(3-methoxy-1H-pyrrol-2-yl)methylene]-2H-indol-2-one). Reaction SMILES: [OH:1][CH:2]([C:5]1[CH:10]=[CH:9][CH:8]=[CH:7][N:6]=1)[C:3]#[CH:4].I[C:12]1[CH:20]=[CH:19][CH:18]=[C:17]2[C:13]=1/[C:14](=[CH:22]/[C:23]1[NH:24][CH:25]=[CH:26][C:27]=1[O:28][CH3:29])/[C:15](=[O:21])[NH:16]2>Cl[Pd](Cl)([P](C1C=CC=CC=1)(C1C=CC=CC=1)C1C=CC=CC=1)[P](C1C=CC=CC=1)(C1C=CC=CC=1)C1C=CC=CC=1.[Cu]I.CN(C=O)C.CCN(CC)CC>[OH:1][CH:2]([C:5]1[CH:10]=[CH:9][CH:8]=[CH:7][N:6]=1)[C:3]#[C:4][C:12]1[CH:20]=[CH:19][CH:18]=[C:17]2[C:13]=1/[C:14](=[CH:22]/[C:23]1[NH:24][CH:25]=[CH:26][C:27]=1[O:28][CH3:29])/[C:15](=[O:21])[NH:16]2 |^1:32,51|. Procedure: Using Method C above, 3-hydroxy-3-(2-pyridinyl)-1-propyne (133 mg, 1 mmol) (from Example 36 above) was coupled to (Z)-1,3-dihydro-4-iodo-3-[(3-methoxy-1H-pyrrol-2-yl)methylene]-2H-indol-2-one (147 mg, 0.4 mmol) using (Starting Material 2) (Ph3P)2PdCl2 (40 mg) (Aldrich) and CuI (20 mg) (Aldrich) as catalyst in DMF (3 mL) and Et3N (3 mL) as solvent at 70° C. for 19 h, yielding rac-(Z)-1,3-dihydro-4-[3-hydroxy-3-(2-pyridinyl)-1-propynyl]-3-[(3-methoxy-1H-pyrrol-2-yl)methylene]-2H-indol-2-one. (Yiel...